This data is from the Open Reaction Database (ORD), a public repository of structured organic reaction records. The task is: describe an organic reaction: reactants, conditions, products, and yield The reactants are Cl.ClCC1=NN(C(=C1CC1=CC=NC=C1)SC1=CC(=CC(=C1)Cl)Cl)C(C)C (4-[3-chloromethyl-5-(3,5-dichlorophenylthio)-1-isopropyl-1H-pyrazol-4-ylmethyl]pyridine hydrochloride), [N-]=[N+]=[N-].[Na+] (sodium azide). Solvent: CN(C=O)C (dimethylformamide). Reaction conditions: time 1 hour. Yields the product N(=[N+]=[N-])CC1=NN(C(=C1CC1=CC=NC=C1)SC1=CC(=CC(=C1)Cl)Cl)C(C)C (4-[3-azidomethyl-5-(3,5-dichlorophenylthio)-1-isopropyl-1H-pyrazol-4-ylmethyl]pyridine). Isolated yield 106.9%. As a reaction SMILES: Cl.Cl[CH2:3][C:4]1[C:8]([CH2:9][C:10]2[CH:15]=[CH:14][N:13]=[CH:12][CH:11]=2)=[C:7]([S:16][C:17]2[CH:22]=[C:21]([Cl:23])[CH:20]=[C:19]([Cl:24])[CH:18]=2)[N:6]([CH:25]([CH3:27])[CH3:26])[N:5]=1.[N-:28]=[N+:29]=[N-:30].[Na+]>CN(C)C=O>[N:28]([CH2:3][C:4]1[C:8]([CH2:9][C:10]2[CH:11]=[CH:12][N:13]=[CH:14][CH:15]=2)=[C:7]([S:16][C:17]2[CH:22]=[C:21]([Cl:23])[CH:20]=[C:19]([Cl:24])[CH:18]=2)[N:6]([CH:25]([CH3:27])[CH3:26])[N:5]=1)=[N+:29]=[N-:30] |f:0.1,2.3|. Procedure details: To a solution of 120 mg of 4-[3-chloromethyl-5-(3,5-dichlorophenylthio)-1-isopropyl-1H-pyrazol-4-ylmethyl]pyridine hydrochloride in 1 ml of anhydrous dimethylformamide stirred at room temperature was added 85 mg of sodium azide. The mixture was stirred for 1 h. The mixture was partitioned between diethyl ether and water then extracted three times. The combined extracts were reduced under reduced pressure to give 120 mg of 4-[3-azidomethyl-5-(3,5-dichlorophenylthio)-1-isopropyl-1H-pyrazol-4-ylmet... Starting materials: ClC1=CC(=C(C(=O)OC)C=C1)C#N (methyl 4-chloro-2-cyanobenzoate), solution, CC[Mg+].[Br-] (EtMgBr). The reagents and catalysts are CC(C)O[Ti](OC(C)C)(OC(C)C)OC(C)C (Ti(OiPr)4). Solvent: CCOCC (Et2O), CCOCC (Et2O). Reaction conditions: temperature 0 celsius, time 3 hour. Yields the product ClC1=CC=C2C(NC3(C2=C1)CC3)=O (6′-chlorospiro[cyclopropane-1,1′-isoindolin]-3′-one). The yield is 21.0%. RXN SMILES: [Cl:1][C:2]1[CH:11]=[CH:10][C:5]([C:6]([O:8]C)=O)=[C:4]([C:12]#[N:13])[CH:3]=1.[CH3:14][CH2:15][Mg+].[Br-]>CCOCC.CC(O[Ti](OC(C)C)(OC(C)C)OC(C)C)C>[Cl:1][C:2]1[CH:3]=[C:4]2[C:5]([C:6](=[O:8])[NH:13][C:12]32[CH2:15][CH2:14]3)=[CH:10][CH:11]=1 |f:1.2|. Procedure: To a solution of methyl 4-chloro-2-cyanobenzoate (2.0 g, 10.2 mmol) in Et2O (40 mL) was added Ti(OiPr)4 (3.43 ml, 11.7 mmol). After cooling to 0° C., a 3.0 M solution of EtMgBr in Et2O (6.8 ml, 20.4 mmol) was added slowly. The reaction was warmed to room temperature and stirred for 3 h. Upon completion, the reaction was quenched with 1.0 M HCl (20 mL) then filtered over celite. The layers were separated and the aqueous layer was washed with EtOAc (2×20 mL). The combined organics were dried over ... Reactants: [Cl-].C(=O)(O)C1=CC=C(C[NH+]2CCOCC2)C=C1 (4-(4-carboxy-benzyl)-morpholin-4-ium chloride), CN(C)C=O (DMF), S(=O)(Cl)Cl (thionyl chloride). Run in C1(=CC=CC=C1)C (toluene). Conditions: temperature 70 celsius. Yields the product N1(CCOCC1)CC1=CC=C(C(=O)Cl)C=C1 (4-morpholin-4-ylmethyl-benzoyl chloride). Reaction SMILES: [Cl-].[C:2]([C:5]1[CH:17]=[CH:16][C:8]([CH2:9][NH+:10]2[CH2:15][CH2:14][O:13][CH2:12][CH2:11]2)=[CH:7][CH:6]=1)(O)=[O:3].CN(C=O)C.S(Cl)([Cl:25])=O>C1(C)C=CC=CC=1>[N:10]1([CH2:9][C:8]2[CH:16]=[CH:17][C:5]([C:2]([Cl:25])=[O:3])=[CH:6][CH:7]=2)[CH2:15][CH2:14][O:13][CH2:12][CH2:11]1 |f:0.1|. Reported procedure: A 200 mL round-bottom flask fitted with a reflux condenser was charged with 4-(4-carboxy-benzyl)-morpholin-4-ium chloride (10.0 g, 0.039 mol, 1.0 eq), toluene (50 mL), DMF (0.3 mL, 0.0039 mol, 0.1 eq), and thionyl chloride (7.1 mL, 0.097 mol, 2.5 eq) under a nitrogen atmosphere. The reaction mixture was heated to 70° C. for 6 h and then cooled to 0° C. The resulting mixture was filtered and the solid washed with pentane to yield 4-morpholin-4-ylmethyl-benzoyl chloride, which was used in the next... Reactants: C[Si](C)(C)[N-][Si](C)(C)C.[K+] (Potassium bis(trimethylsilyl)amide), [Cl-].COC[P+](C1=CC=CC=C1)(C1=CC=CC=C1)C1=CC=CC=C1 ((Methoxymethyl)triphenylphosphonium chloride), O=C1C2CC(CC1CC2)C2=NC=1N(C(N(C(C1N2)=O)CCC)=O)CCC (8-(8-Oxo-bicyclo[3.2.1]oct-3-yl)-1,3-dipropyl-3,7-dihydro-purine-2,6-dione). Run in C1(=CC=CC=C1)C (toluene). Reaction conditions: temperature 0 celsius, time 1 hour. The product is O=C1N(C(C=2NC(=NC2N1CCC)C1CC2CCC(C1)C2C=O)=O)CCC (3-(2,6-Dioxo-1,3-dipropyl-2,3,6,7-tetrahydro-1H-purin-8-yl)-bicyclo[3.2.1]octane-8-carbaldehyde). Yield: 90.5%. RXN SMILES: [Cl-].[CH3:2][O:3]C[P+](C1C=CC=CC=1)(C1C=CC=CC=1)C1C=CC=CC=1.C[Si]([N-][Si](C)(C)C)(C)C.[K+].O=[C:35]1[CH:40]2[CH2:41][CH2:42][CH:36]1[CH2:37][CH:38]([C:43]1[NH:51][C:50]3[C:49](=[O:52])[N:48]([CH2:53][CH2:54][CH3:55])[C:47](=[O:56])[N:46]([CH2:57][CH2:58][CH3:59])[C:45]=3[N:44]=1)[CH2:39]2>C1(C)C=CC=CC=1>[O:56]=[C:47]1[N:46]([CH2:57][CH2:58][CH3:59])[C:45]2[N:44]=[C:43]([CH:38]3[CH2:37][CH:36]4[CH:35]([CH:2]=[O:3])[CH:40]([CH2:41][CH2:42]4)[CH2:39]3)[NH:51][C:50]=2[C:49](=[O:52])[N:48]1[CH2:53][CH2:54][CH3:55] |f:0.1,2.3|. Procedure: (Methoxymethyl)triphenylphosphonium chloride (296 mg 0.86 mmol) in toluene was cooled in an ice-bath. Potassium bis(trimethylsilyl)amide (2.5 ml, 0.5M in toluene) was added dropwise through a syringe. The mixture was stirred at 0° C. for 1 h. 8-(8-Oxo-bicyclo[3.2.1]oct-3-yl)-1,3-dipropyl-3,7-dihydro-purine-2,6-dione (100 mg) was then added to the mixture, and the mixture was allowed to warm to room temperature and was stirred overnight. Toluene was evaporated off, and the residue was treated wit... Starting materials: hydrocarbon, CCCCCCCC/C=C\CCCCCCCC(=O)OCC([C@@H]1[C@@H]([C@H](CO1)O)O)O (sorbitan monooleate), oxyethylated nonylphenol, N(=NC(C#N)(C)C)C(C#N)(C)C (2,2'-azo-bis-isobutyronitrile), C(C=C)(=O)O (acrylic acid), [OH-].[Na+] (sodium hydroxide), saturated aliphatic hydrocarbons, hydrocarbons, C(C=C)(=O)N (acrylamide), 133.6. The solvent is O (water), CC(=O)C (acetone), O (water). Conditions: temperature 60 celsius, time 30 minute. Product: C(C=C)(=O)N (acrylamide), C(C=C)(=O)[O-].[Na+] (sodium acrylate). The yield is 65.0%. As a reaction SMILES: CCCCCCCC/C=C\CCCCC[CH2:16][CH2:17][C:18]([O:20]CC(O)[C@H]1OC[C@H](O)[C@H]1O)=[O:19].[C:31]([NH2:35])(=[O:34])[CH:32]=[CH2:33].C(O)(=O)C=C.[OH-].[Na+:42].N(C(C)(C)C#N)=NC(C)(C)C#N>CC(C)=O.O>[C:31]([NH2:35])(=[O:34])[CH:32]=[CH2:33].[C:18]([O-:20])(=[O:19])[CH:17]=[CH2:16].[Na+:42] |f:3.4,9.10|. Procedure: The following components are mixed in a vessel provided with a stirrer, thermometer and nitrogen inlet and outlet: 347 parts of a mixture of 84% of saturated aliphatic hydrocarbons and 16% of naphthenic hydrocarbons (boiling point of the mixture 192°-254° C.), 53.3 parts of sorbitan monooleate and 20 parts of oxyethylated nonylphenol (degree of oxyethylation from 8 to 12). A solution of 133.6 parts of acrylamide and 59 parts of acrylic acid in 389.4 parts of water, the pH of the solution having ... Starting materials: C(C)(=O)NC1CC(OC2=C(C1)C=CC=C2)C2=CC=CC=C2 (4-acetamido-2-phenyl-2,3,4,5-tetrahydro-1-benzoxepin), [BH4-].[Na+] (sodium borohydride), CO (methanol). Conditions: time 5 hour. The product is C(C)(=O)NC1CC(OC2=C(C1O)C=CC=C2)C2=CC=CC=C2 (4-acetamido-5-hydroxy-2-phenyl-2,3,4,5-tetrahydro-1-benzoxepin). The yield is 28.0%. As a reaction SMILES: [C:1]([NH:4][CH:5]1[CH2:11][C:10]2[CH:12]=[CH:13][CH:14]=[CH:15][C:9]=2[O:8][CH:7]([C:16]2[CH:21]=[CH:20][CH:19]=[CH:18][CH:17]=2)[CH2:6]1)(=[O:3])[CH3:2].[BH4-].[Na+].C[OH:25]>>[C:1]([NH:4][CH:5]1[CH:11]([OH:25])[C:10]2[CH:12]=[CH:13][CH:14]=[CH:15][C:9]=2[O:8][CH:7]([C:16]2[CH:21]=[CH:20][CH:19]=[CH:18][CH:17]=2)[CH2:6]1)(=[O:3])[CH3:2] |f:1.2|. Reported procedure: 797 mg (2.70 m moles) of 4-acetamido-2-phenyl-2,3,4,5-tetrahydro-1-benzoxepin (compound R3a of Reference Example) was dissolved in 50% methanol, 411 mg (10.8 m moles) of sodium borohydride was added to the solution at -50° C. to -20° C., and the whole was stirred for 5 hours. The reaction mixture was concentrated, and ice water was added to the concentrate. The mixture was extracted with methylene chloride, and the extract was washed with water and dried with anhydrous magnesium sulfate. After f... The reactants are C(#N)C1=C(N(C2=NC(=CC(=C21)C)C)[C@H]2CCCC1=CC=CC=C21)/C=C/C(=O)O ((2E)-3-{3-cyano-4,6-dimethyl-1-[(1S)-1,2,3,4-tetrahydronaphthalen-1-yl]-1H-pyrrolo[2,3-b]pyridin-2-yl}prop-2-enoic acid), C(C(=O)Cl)(=O)Cl (oxalylchloride), CC(=O)NC1=CC=C(C=C1)N (4-amino acetanilide), N1=CC=CC=C1 (pyridine). The solvent is C1CCOC1 (THF), CN(C)C=O (DMF), O (water), C1CCOC1 (THF). Reaction conditions: time 1 hour. Yields the product C(C)(=O)NC1=CC=C(C=C1)NC(\C=C\C1=C(C=2C(=NC(=CC2C)C)N1[C@H]1CCCC2=CC=CC=C12)C#N)=O ((2E)-N-[4-(acetylamino)phenyl]-3-{3-cyano-4,6-dimethyl-1-[(1S)-1,2,3,4-tetrahydronaphthalen-1-yl]-1H-pyrrolo[2,3-b]pyridin-2-yl}prop-2-enamide). As a reaction SMILES: [C:1]([C:3]1[C:11]2[C:6](=[N:7][C:8]([CH3:13])=[CH:9][C:10]=2[CH3:12])[N:5]([C@@H:14]2[C:23]3[C:18](=[CH:19][CH:20]=[CH:21][CH:22]=3)[CH2:17][CH2:16][CH2:15]2)[C:4]=1/[CH:24]=[CH:25]/[C:26]([OH:28])=O)#[N:2].C(Cl)(=O)C(Cl)=O.[CH3:35][C:36]([NH:38][C:39]1[CH:44]=[CH:43][C:42]([NH2:45])=[CH:41][CH:40]=1)=[O:37].N1C=CC=CC=1>C1COCC1.O.CN(C=O)C>[C:36]([NH:38][C:39]1[CH:44]=[CH:43][C:42]([NH:45][C:26](=[O:28])/[CH:25]=[CH:24]/[C:4]2[N:5]([C@@H:14]3[C:23]4[C:18](=[CH:19][CH:20]=[CH:21][CH:22]=4)[CH2:17][CH2:16][CH2:15]3)[C:6]3=[N:7][C:8]([CH3:13])=[CH:9][C:10]([CH3:12])=[C:11]3[C:3]=2[C:1]#[N:2])=[CH:41][CH:40]=1)(=[O:37])[CH3:35]. Reported procedure: To a solution of (2E)-3-{3-cyano-4,6-dimethyl-1-[(1S)-1,2,3,4-tetrahydronaphthalen-1-yl]-1H-pyrrolo[2,3-b]pyridin-2-yl}prop-2-enoic acid (300 mg, 0.808 mmol) in THF (3 ml) were added DMF (0.03 ml) and oxalylchloride (0.0846 ml, 0.970 mmol), the mixture was stirred at room temperature for 1 hour and the solvent was distilled off under reduced pressure. The residue was added under ice-cooling to a solution of 4-amino acetanilide (145 mg, 0.968 mmol), pyridine (0.262 ml, 3.24 mmol) and THF (3 ml), ... Reactants: [Li]CCCC, C1CCOC1, Cn1cnc2cnc3ccccc3c21, O=C(Cl)C1CC1. The product is Cn1c(C(=O)C2CC2)nc2cnc3ccccc3c21. RXN SMILES: [CH2:15]([Li:16])[CH2:17][CH2:18][CH3:19].[CH2:26]1[O:27][CH2:28][CH2:29][CH2:30]1.[CH3:1][n:2]1[cH:3][n:4][c:5]2[cH:6][n:7][c:8]3[cH:9][cH:10][cH:11][cH:12][c:13]3[c:14]12.[CH:20]1([C:23](=[O:24])[Cl:25])[CH2:21][CH2:22]1>>[CH3:1][n:2]1[c:3]([C:23]([CH:20]2[CH2:21][CH2:22]2)=[O:24])[n:4][c:5]2[cH:6][n:7][c:8]3[cH:9][cH:10][cH:11][cH:12][c:13]3[c:14]12.